This data is from the Open Reaction Database (ORD), a public repository of structured organic reaction records. The task is: describe an organic reaction: reactants, conditions, products, and yield Reactants: ClCCl, CC(C)(C)OC(=O)N(CCN1CCOCC1)Cc1ccc(COc2cccc3c2CN(C2CCC(=O)NC2=O)C3=O)cc1. Product: O=C1CCC(N2Cc3c(OCc4ccc(CNCCN5CCOCC5)cc4)cccc3C2=O)C(=O)N1. Reaction SMILES: [Cl:44][CH2:45][Cl:46].[O:1]=[C:2]1[NH:3][C:4](=[O:43])[CH2:5][CH2:6][CH:7]1[N:8]1[C:9](=[O:42])[c:10]2[cH:11][cH:12][cH:13][c:14]([O:17][CH2:18][c:19]3[cH:20][cH:21][c:22]([CH2:23][N:24]([C:25](=[O:26])[O:27][C:28]([CH3:29])([CH3:30])[CH3:31])[CH2:32][CH2:33][N:34]4[CH2:35][CH2:36][O:37][CH2:38][CH2:39]4)[cH:40][cH:41]3)[c:15]2[CH2:16]1>>[O:1]=[C:2]1[NH:3][C:4](=[O:43])[CH2:5][CH2:6][CH:7]1[N:8]1[C:9](=[O:42])[c:10]2[cH:11][cH:12][cH:13][c:14]([O:17][CH2:18][c:19]3[cH:20][cH:21][c:22]([CH2:23][NH:24][CH2:32][CH2:33][N:34]4[CH2:35][CH2:36][O:37][CH2:38][CH2:39]4)[cH:40][cH:41]3)[c:15]2[CH2:16]1. Starting materials: FC1=CC=C(C=C1)C1=C(N=C(O1)C1CCNCC1)COC (4-[5-(4-fluoro-phenyl)-4-methoxymethyl-oxazol-2-yl]-piperidine), ClCCC=1C=CC(=C(C1)S(=O)(=O)N)OC (5-(2-chloroethyl)-2-methoxy-benzenesulfonamide), [I-].[Na+] (sodium iodide), C(C)(C)N(CC)C(C)C (diisopropylethylamine). Run in O1CCOCC1 (dioxane). Reaction conditions: time 16 hour. Yields the product FC1=CC=C(C=C1)C1=C(N=C(O1)C1CCN(CC1)CCC=1C=CC(=C(C1)S(=O)(=O)N)OC)COC (5-(2-{4-[5-(4-Fluoro-phenyl)-4-methoxymethyl-oxazol-2-yl]-piperidin-1-yl}-ethyl)-2-methoxy-benzenesulfonamide). Yield: 38.6%. As a reaction SMILES: [F:1][C:2]1[CH:7]=[CH:6][C:5]([C:8]2[O:12][C:11]([CH:13]3[CH2:18][CH2:17][NH:16][CH2:15][CH2:14]3)=[N:10][C:9]=2[CH2:19][O:20][CH3:21])=[CH:4][CH:3]=1.Cl[CH2:23][CH2:24][C:25]1[CH:26]=[CH:27][C:28]([O:35][CH3:36])=[C:29]([S:31]([NH2:34])(=[O:33])=[O:32])[CH:30]=1.[I-].[Na+].C(N(C(C)C)CC)(C)C>O1CCOCC1>[F:1][C:2]1[CH:7]=[CH:6][C:5]([C:8]2[O:12][C:11]([CH:13]3[CH2:14][CH2:15][N:16]([CH2:23][CH2:24][C:25]4[CH:26]=[CH:27][C:28]([O:35][CH3:36])=[C:29]([S:31]([NH2:34])(=[O:32])=[O:33])[CH:30]=4)[CH2:17][CH2:18]3)=[N:10][C:9]=2[CH2:19][O:20][CH3:21])=[CH:4][CH:3]=1 |f:2.3|. Reported procedure: A solution of 4-[5-(4-fluoro-phenyl)-4-methoxymethyl-oxazol-2-yl]-piperidine (0.3 g; 1.03 mmol) in dry dioxane (7 ml) is treated with 5-(2-chloroethyl)-2-methoxy-benzenesulfonamide (0.52 g; 2.06 mmol), sodium iodide (0.31 g; 2.06 mmol) and diisopropylethylamine (0.72 ml; 4.12 mmol) and heated to 100 C. for 16 hours. The reaction mixture is partitioned between ethyl acetate (50 ml) and dilute sodium bicarbonate (20 ml). The aqueous phase is washed with ethyl acetate (20 ml). The combined organic ... Starting materials: CC(C)(C)OC(=O)CCC(NC(=O)CN)C(=O)OC(C)(C)C, O=C(O)C(CSC(c1ccccc1)(c1ccccc1)c1ccccc1)NC(c1ccccc1)(c1ccccc1)c1ccccc1, C(=NC1CCCCC1)=NC1CCCCC1. The product is CC(C)(C)OC(=O)CCC(NC(=O)CNC(=O)C(CSC(c1ccccc1)(c1ccccc1)c1ccccc1)NC(c1ccccc1)(c1ccccc1)c1ccccc1)C(=O)OC(C)(C)C. Reaction SMILES: [C:1]([CH3:2])([CH3:3])([CH3:4])[O:5][C:6]([CH:7]([NH:8][C:9]([CH2:10][NH2:11])=[O:12])[CH2:13][CH2:14][C:15](=[O:16])[O:17][C:18]([CH3:19])([CH3:20])[CH3:21])=[O:22].[C:23]([c:24]1[cH:25][cH:26][cH:27][cH:28][cH:29]1)([c:30]1[cH:31][cH:32][cH:33][cH:34][cH:35]1)([c:36]1[cH:37][cH:38][cH:39][cH:40][cH:41]1)[NH:42][CH:43]([CH2:44][S:45][C:46]([c:47]1[cH:48][cH:49][cH:50][cH:51][cH:52]1)([c:53]1[cH:54][cH:55][cH:56][cH:57][cH:58]1)[c:59]1[cH:60][cH:61][cH:62][cH:63][cH:64]1)[C:65](=[O:66])[OH:67].[CH:68]1([N:69]=[C:70]=[N:71][CH:72]2[CH2:73][CH2:74][CH2:75][CH2:76][CH2:77]2)[CH2:78][CH2:79][CH2:80][CH2:81][CH2:82]1>>[C:1]([CH3:2])([CH3:3])([CH3:4])[O:5][C:6]([CH:7]([NH:8][C:9]([CH2:10][NH:11][C:65]([CH:43]([NH:42][C:23]([c:24]1[cH:25][cH:26][cH:27][cH:28][cH:29]1)([c:30]1[cH:31][cH:32][cH:33][cH:34][cH:35]1)[c:36]1[cH:37][cH:38][cH:39][cH:40][cH:41]1)[CH2:44][S:45][C:46]([c:47]1[cH:48][cH:49][cH:50][cH:51][cH:52]1)([c:53]1[cH:54][cH:55][cH:56][cH:57][cH:58]1)[c:59]1[cH:60][cH:61][cH:62][cH:63][cH:64]1)=[O:66])=[O:12])[CH2:13][CH2:14][C:15](=[O:16])[O:17][C:18]([CH3:19])([CH3:20])[CH3:21])=[O:22]. Starting materials: [B-](F)(F)(F)F.C1=CC=NC=C1.C1=CC=NC=C1.[IH2+] (Bis(pyridine)iodonium tetrafluoroborate), N1=C(N=CC=C1)CC1=CC=C(C=C1)O (4-(pyrimidin-2-ylmethyl)phenol), C(=O)(C(F)(F)F)O (TFA). Solvent: C(Cl)Cl (DCM). Reaction conditions: time 1 hour. The product is IC1=C(C=CC(=C1)CC1=NC=CC=N1)O (2-iodo-4-(pyrimidin-2-ylmethyl)phenol). As a reaction SMILES: [B-](F)(F)(F)F.C1C=CN=CC=1.C1C=CN=CC=1.[IH2+:18].[N:19]1[CH:24]=[CH:23][CH:22]=[N:21][C:20]=1[CH2:25][C:26]1[CH:31]=[CH:30][C:29]([OH:32])=[CH:28][CH:27]=1.C(O)(C(F)(F)F)=O>C(Cl)Cl>[I:18][C:30]1[CH:31]=[C:26]([CH2:25][C:20]2[N:21]=[CH:22][CH:23]=[CH:24][N:19]=2)[CH:27]=[CH:28][C:29]=1[OH:32] |f:0.1.2.3|. Reported procedure: Bis(pyridine)iodonium tetrafluoroborate (379 mg, 1.02 mmol) was added to a solution of 4-(pyrimidin-2-ylmethyl)phenol (200 mg, 1.07 mmol) in 9:1 DCM:TFA (6 mL) at 0° C. The mixture was stirred for 1 h, partitioned between EtOAc and water, the layers were separated, and the organic layer was washed with satd. sodium thiosulfate. The organic layer was dried over MgSO4, concentrated in vacuo, and purified by column chromatography to give 2-iodo-4-(pyrimidin-2-ylmethyl)phenol. MS (ESI) m/z: Calculat... The reactants are [Br-], CCOC(C)=O, ClC(Cl)Cl, CC(=O)c1ccc(O)c(I)c1. Product: O=C(CBr)c1ccc(O)c(I)c1. RXN SMILES: [Br-:7].[CH3:1][CH2:2][O:3][C:4](=[O:5])[CH3:6].[CH:19]([Cl:20])([Cl:21])[Cl:22].[OH:8][c:9]1[c:10]([I:18])[cH:11][c:12]([C:15]([CH3:16])=[O:17])[cH:13][cH:14]1>>[Br:7][CH2:16][C:15]([c:12]1[cH:11][c:10]([I:18])[c:9]([OH:8])[cH:14][cH:13]1)=[O:17]. The reactants are FC1=C(C(=CC(=C1)OC)F)C=1SC=C(N1)C(=O)O (2-(2,6-difluoro-4-methoxyphenyl)thiazole-4-carboxylic acid), FC(C1=C(C=CC=C1)B(O)O)F ((2-(difluoromethyl)phenyl)boronic acid). Yields the product FC(C1=C(C=CC=C1)C=1SC=C(N1)C(=O)O)F (2-(2-(difluoromethyl)phenyl)thiazole-4-carboxylic acid). RXN SMILES: F[C:2]1[CH:7]=[C:6](OC)[CH:5]=[C:4](F)[C:3]=1[C:11]1[S:12][CH:13]=[C:14]([C:16]([OH:18])=[O:17])[N:15]=1.[F:19][CH:20]([F:30])C1C=CC=CC=1B(O)O>>[F:19][CH:20]([F:30])[C:2]1[CH:7]=[CH:6][CH:5]=[CH:4][C:3]=1[C:11]1[S:12][CH:13]=[C:14]([C:16]([OH:18])=[O:17])[N:15]=1. Reported procedure: Following the procedure of Intermediate 104, replacing 2,6-difluoro-4-methoxyphenylboronic acid with (2-(difluoromethyl)phenyl)boronic acid gave the title compound. Reactants: C(C=C)N=C=S (allyl isothiocyanate), C(C=C)N1C(=NN=C1S)O (4-Allyl-3-hydroxy-5-mercapto-1,2,4-triazole), BrC=1SC(=CN1)[N+](=O)[O-] (2-bromo-5-nitrothiazole). Product: C(C=C)N1C(=NN=C1SC=1SC(=CC1)[N+](=O)[O-])O (4-allyl-3-hydroxy-5-[(5-nitrothien-2-yl)mercapto]-1,2,4-triazole). RXN SMILES: [CH2:1](N=C=S)C=C.[CH2:7]([N:10]1[C:14]([SH:15])=[N:13][N:12]=[C:11]1[OH:16])[CH:8]=[CH2:9].Br[C:18]1[S:19][C:20]([N+:23]([O-:25])=[O:24])=[CH:21]N=1>>[CH2:7]([N:10]1[C:14]([S:15][C:18]2[S:19][C:20]([N+:23]([O-:25])=[O:24])=[CH:21][CH:1]=2)=[N:13][N:12]=[C:11]1[OH:16])[CH:8]=[CH2:9]. Procedure: The title compound was prepared in a similar manner described in Example 5 starting with allyl isothiocyanate. 4-Allyl-3-hydroxy-5-mercapto-1,2,4-triazole was reacted with 2-bromo-5-nitrothiazole as in Example 5. Crystallization from ethanol and water gave 4-allyl-3-hydroxy-5-[(5-nitrothien-2-yl)mercapto]-1,2,4-triazole as a yellow solid.